From a dataset of the Open Reaction Database (ORD), a public repository of structured organic reaction records. describe an organic reaction: reactants, conditions, products, and yield RXN SMILES: [Br:1][C:2]1[CH:7]=[C:6]([CH:8]=O)[C:5]([O:10][CH2:11][C:12]([OH:14])=[O:13])=[C:4]([F:15])[CH:3]=1.C([O-])(=O)C.[Na+].[OH-].[Na+]>C(OC(=O)C)(=O)C.C1(C)C=CC=CC=1.O>[Br:1][C:2]1[CH:3]=[C:4]([F:15])[C:5]2[O:10][C:11]([C:12]([OH:14])=[O:13])=[CH:8][C:6]=2[CH:7]=1 |f:1.2,3.4|. Reported procedure: A solution of [(4-bromo-2-fluoro-6-formylphenyl)oxy]acetic acid (3.79 mmol) in acetic anhydride (10 mL) was treated with sodium acetate (11.37 mmol). The resulting solution was heated to reflux and stirred overnight. The brown reaction solution was allowed to cool to room temperature, and was diluted with toluene (10 mL). The solution was then treated with 1N aq NaOH (20 mL) and was stirred at room temperature for 30 min. The solution was then further diluted with water (50 mL) and was extracted... Yields the product BrC=1C=C(C2=C(C=C(O2)C(=O)O)C1)F (5-bromo-7-fluoro-1-benzofuran-2-carboxylic acid). Isolated yield 47.9%. Conditions: time 8 hour. The solvent is C1(=CC=CC=C1)C (toluene), C(C)(=O)OC(C)=O (acetic anhydride), O (water). Reactants: BrC1=CC(=C(C(=C1)C=O)OCC(=O)O)F ([(4-bromo-2-fluoro-6-formylphenyl)oxy]acetic acid), C(C)(=O)[O-].[Na+] (sodium acetate), [OH-].[Na+] (NaOH). Starting materials: C1(C=2C(C(=O)O1)=CC=CC2)=O (phthalic anhydride), Formula VIII, C(CCCCCCC)N1C(=CC2=CC=CC=C12)C (1-n-octyl-2-methylindole), [Cl-].[Al+3].[Cl-].[Cl-] (aluminum chloride). The solvent is C1=CC=CC=C1 (benzene). Product: C(CCCCCCC)N1C(=C(C2=CC=CC=C12)C(=O)C1=C(C(=O)O)C=CC=C1)C (2-[(1-n-octyl-2-methyl-3-indolyl)carbonyl]benzoic acid). The yield is 35.2%. Reaction SMILES: [C:1]1(=[O:11])[O:6][C:4](=[O:5])[C:3]2=[CH:7][CH:8]=[CH:9][CH:10]=[C:2]12.[CH2:12]([N:20]1[C:28]2[C:23](=[CH:24][CH:25]=[CH:26][CH:27]=2)[CH:22]=[C:21]1[CH3:29])[CH2:13][CH2:14][CH2:15][CH2:16][CH2:17][CH2:18][CH3:19].[Cl-].[Al+3].[Cl-].[Cl-]>C1C=CC=CC=1>[CH2:12]([N:20]1[C:28]2[C:23](=[CH:24][CH:25]=[CH:26][CH:27]=2)[C:22]([C:4]([C:3]2[CH:7]=[CH:8][CH:9]=[CH:10][C:2]=2[C:1]([OH:6])=[O:11])=[O:5])=[C:21]1[CH3:29])[CH2:13][CH2:14][CH2:15][CH2:16][CH2:17][CH2:18][CH3:19] |f:2.3.4.5|. Procedure: In a manner similar to that described in part A of Example 1 hereinabove, 7.4 g (0.05 mole) of phthalic anhydride, 16.0 g (0.053 mole) of 76.5 percent active 1-n-octyl-2-methylindole, and 13.3 g (0.1 mole) of aluminum chloride were interacted in 50 ml of benzene to obtain 6.9 g of 2-[(1-n-octyl-2-methyl-3-indolyl)carbonyl]benzoic acid (Formula VIII: R0 =R1 =R2 =R3 =Y1 =H; R5 =CH3 ; R6 =(CH2)7CH3), as a pink-colored powder which melted at 121°-123° C. The nuclear magnetic spectrum was in agreemen... The reactants are C(C)(C)(C)OC(=O)N1CCC(CC1)NC(=O)C1=CC2=C(N(C(=N2)NC=2SC3=C(N2)C=CC(=C3)Cl)C)C=C1 (4-{[2-(6-chloro-benzothiazol-2-ylamino)-1-methyl-1H-benzoimidazole-5-carbonyl]-amino}-piperidine-1-carboxylic acid tert-butyl ester). Yields the product Cl.Cl.N1CCC(CC1)NC(=O)C1=CC2=C(N(C(=N2)NC=2SC3=C(N2)C=CC(=C3)Cl)C)C=C1 (2-(6-Chloro-benzothiazol-2-ylamino)-1-methyl-1H-benzoimidazole-5-carboxylic acid piperidin-4-ylamide dihydrochloride). The solvent is Cl (HCl), O1CCOCC1 (dioxane). Isolated yield 296.1%. Procedure details: 2-(6-Chloro-benzothiazol-2-ylamino)-1-methyl-1H-benzoimidazole-5-carboxylic acid piperidin-4-ylamide dihydrochloride (750 mg) was prepared by following General Procedure L starting from 4-{[2-(6-chloro-benzothiazol-2-ylamino)-1-methyl-1H-benzoimidazole-5-carbonyl]-amino}-piperidine-1-carboxylic acid tert-butyl ester (800 mg) in 4M HCl in dioxane (5 mL). RXN SMILES: C(OC([N:8]1[CH2:13][CH2:12][CH:11]([NH:14][C:15]([C:17]2[CH:37]=[CH:36][C:20]3[N:21]([CH3:35])[C:22]([NH:24][C:25]4[S:26][C:27]5[CH:33]=[C:32]([Cl:34])[CH:31]=[CH:30][C:28]=5[N:29]=4)=[N:23][C:19]=3[CH:18]=2)=[O:16])[CH2:10][CH2:9]1)=O)(C)(C)C>Cl.O1CCOCC1>[ClH:34].[ClH:34].[NH:8]1[CH2:13][CH2:12][CH:11]([NH:14][C:15]([C:17]2[CH:37]=[CH:36][C:20]3[N:21]([CH3:35])[C:22]([NH:24][C:25]4[S:26][C:27]5[CH:33]=[C:32]([Cl:34])[CH:31]=[CH:30][C:28]=5[N:29]=4)=[N:23][C:19]=3[CH:18]=2)=[O:16])[CH2:10][CH2:9]1 |f:3.4.5|.